Dataset: the Open Reaction Database (ORD), a public repository of structured organic reaction records. Task: describe an organic reaction: reactants, conditions, products, and yield Reactants: OCCCCOC(C)CO (HO(CH2)4OCH(CH3)CH2OH), C(F)(F)(F)C(F)(F)C(=O)F (CF3CF2COF). Solvent: C(=O)(O)[O-].[Na+] (NaHCO3). Run at temperature 30 celsius, time 2 hour. Yields the product C(F)(F)(F)C(F)(F)C(=O)OCCCCOC(C)COC(=O)C(F)(F)C(F)(F)F (CF3CF2COO(CH2)4OCH(CH3)CH2OCOCF2CF3). RXN SMILES: [OH:1][CH2:2][CH2:3][CH2:4][CH2:5][O:6][CH:7]([CH2:9][OH:10])[CH3:8].[C:11]([C:15]([C:18](F)=[O:19])([F:17])[F:16])([F:14])([F:13])[F:12]>C([O-])(O)=O.[Na+]>[C:11]([C:15]([C:18]([O:1][CH2:2][CH2:3][CH2:4][CH2:5][O:6][CH:7]([CH2:9][O:10][C:18]([C:15]([C:11]([F:12])([F:13])[F:14])([F:16])[F:17])=[O:19])[CH3:8])=[O:19])([F:17])[F:16])([F:14])([F:13])[F:12] |f:2.3|. Procedure details: HO(CH2)4OCH(CH3)CH2OH (18.8 g) obtained in Example 2-3 was put into a round bottom flask and stirred while maintaining the internal temperature at 30° C. Together with nitrogen, CF3CF2COF (276 g) was supplied over 6 hours while maintaining the internal temperature at 30° C. After completion of the reaction, stirring was continued for 2 hours at an internal temperature of 30° C. while supplying nitrogen gas, whereupon a 5% NaHCO3 aqueous solution (300 ml) was added at an internal temperature of a... Reactants: C=1C=CC(=CC1)P(C=2C=CC=CC2)C3=CC=C4C=CC=CC4=C3C5=C6C=CC=CC6=CC=C5P(C=7C=CC=CC7)C=8C=CC=CC8 (BINAP), Sodium t-butylate, C1N(CCC12CCNCC2)C(=O)OC(C)(C)C (tert-butyl 2,8-diazaspiro[4.5]decane-2-carboxylate), ClC1=CC=C(C=C1)I (1-chloro-4-iodobenzene). Reagents/catalysts: CC(=O)[O-].CC(=O)[O-].[Pd+2] (Pd(OAc)2). Solvent: C1(=CC=CC=C1)C (toluene). Run at temperature 120 celsius. The product is ClC1=CC=C(C=C1)N1CCC2(CCN(C2)C(=O)OC(C)(C)C)CC1 (tert-Butyl 8-(4-chlorophenyl)-2,8-diazaspiro[4.5]decane-2-carboxylate). Isolated yield 50.0%. RXN SMILES: [CH2:1]1[C:5]2([CH2:10][CH2:9][NH:8][CH2:7][CH2:6]2)[CH2:4][CH2:3][N:2]1[C:11]([O:13][C:14]([CH3:17])([CH3:16])[CH3:15])=[O:12].[Cl:18][C:19]1[CH:24]=[CH:23][C:22](I)=[CH:21][CH:20]=1.C1C=CC(P(C2C(C3C(P(C4C=CC=CC=4)C4C=CC=CC=4)=CC=C4C=3C=CC=C4)=C3C(C=CC=C3)=CC=2)C2C=CC=CC=2)=CC=1>C1(C)C=CC=CC=1.CC([O-])=O.CC([O-])=O.[Pd+2]>[Cl:18][C:19]1[CH:24]=[CH:23][C:22]([N:8]2[CH2:7][CH2:6][C:5]3([CH2:1][N:2]([C:11]([O:13][C:14]([CH3:17])([CH3:16])[CH3:15])=[O:12])[CH2:3][CH2:4]3)[CH2:10][CH2:9]2)=[CH:21][CH:20]=1 |f:4.5.6|. Procedure details: Sodium t-butylate (4.99 mmol, 3.0 eq.) was added to a stirred solution of tert-butyl 2,8-diazaspiro[4.5]decane-2-carboxylate (1.66 mmol, 1.0 eq.) and 1-chloro-4-iodobenzene (1.66 mmol, 1.0 eq.) in toluene (12 ml) and the reaction mixture was degassed with N2. BINAP (0.099 mmol, 0.06 eq.) and Pd(OAc)2 (0.03 mmol, 0.02 eq.) were added and the reaction mixture obtained was heated at 120° C. for 12 h. The reaction mixture was filtered over Celite and the filtrate was concentrated in vacuo in order t... Reactants: O=C(Cl)c1ccc(F)c(Br)c1, N#Cc1c(F)cccc1[Zn], C1CCOC1. Product: N#Cc1c(F)cccc1C(=O)c1ccc(F)c(Br)c1. Reaction SMILES: [Br:11][c:12]1[cH:13][c:14]([C:15](=[O:16])[Cl:17])[cH:18][cH:19][c:20]1[F:21].[C:1](#[N:2])[c:3]1[c:4]([Zn:10])[cH:5][cH:6][cH:7][c:8]1[F:9].[CH2:22]1[O:23][CH2:24][CH2:25][CH2:26]1>>[C:1](#[N:2])[c:3]1[c:4]([C:15]([c:14]2[cH:13][c:12]([Br:11])[c:20]([F:21])[cH:19][cH:18]2)=[O:16])[cH:5][cH:6][cH:7][c:8]1[F:9]. Starting materials: O=C([O-])O, CN(C)C=O, CI, COC(=O)C1CC(SCc2ccc(OC)cc2)CN1, [Na+]. The product is COC(=O)C1CC(SCc2ccc(OC)cc2)CN1C. RXN SMILES: [C:1](=[O:2])([OH:3])[O-:4].[CH3:27][N:28]([CH3:29])[CH:30]=[O:31].[CH3:6][I:7].[CH3:8][O:9][c:10]1[cH:11][cH:12][c:13]([CH2:14][S:15][CH:16]2[CH2:17][CH:18]([C:21](=[O:22])[O:23][CH3:24])[NH:19][CH2:20]2)[cH:25][cH:26]1.[Na+:5]>>[CH3:1][N:19]1[CH:18]([C:21](=[O:22])[O:23][CH3:24])[CH2:17][CH:16]([S:15][CH2:14][c:13]2[cH:12][cH:11][c:10]([O:9][CH3:8])[cH:26][cH:25]2)[CH2:20]1. The reactants are N#CBr (cyanogen bromide), [OH-].[Na+] (NaOH), N[C@@H](CCC1=CC=C(C=C1)NC(C1=CC=C(C=C1)Cl)=O)CO (N-[4-((S)-3-Amino-4-hydroxy-butyl)-phenyl]-4-chloro-benzamide), C(C)(=O)[O-].[Na+] (sodium acetate). The solvent is CO (methanol), CO (methanol). Run at time 16 hour. Yields the product NC=1OC[C@@H](N1)CCC1=CC=C(C=C1)NC(C1=CC=C(C=C1)Cl)=O (N-{4-[2-((S)-2-amino-4,5-dihydro-oxazol-4-yl)-ethyl]-phenyl}-4-chloro-benzamide). Isolated yield 55.6%. RXN SMILES: [NH2:1][C@H:2]([CH2:21][OH:22])[CH2:3][CH2:4][C:5]1[CH:10]=[CH:9][C:8]([NH:11][C:12](=[O:20])[C:13]2[CH:18]=[CH:17][C:16]([Cl:19])=[CH:15][CH:14]=2)=[CH:7][CH:6]=1.C([O-])(=O)C.[Na+].[N:28]#[C:29]Br.[OH-].[Na+]>CO>[NH2:28][C:29]1[O:22][CH2:21][C@H:2]([CH2:3][CH2:4][C:5]2[CH:6]=[CH:7][C:8]([NH:11][C:12](=[O:20])[C:13]3[CH:18]=[CH:17][C:16]([Cl:19])=[CH:15][CH:14]=3)=[CH:9][CH:10]=2)[N:1]=1 |f:1.2,4.5|. Reported procedure: To a stirred suspension of N-[4-((S)-3-Amino-4-hydroxy-butyl)-phenyl]-4-chloro-benzamide (250 mg) and sodium acetate (124 mg) in methanol (10 ml) was added dropwise a solution of cyanogen bromide (100 mg) in methanol (3 ml). The resulting pale yellow solution was then stirred at room temperature for 16 h. The reaction mixture was poured into 1 N aq. NaOH and extracted twice with dichloromethane/THF. The combined organic layers were washed with sat. aq. NaCl, dried over Na2SO4, filtered and conce... The product is COC(=O)c1cccc2c1c1ccccc1n2-c1ccc(C#N)c(Br)c1. As a reaction SMILES: [Br:20][c:21]1[c:22]([C:23]#[N:24])[cH:25][cH:26][c:27]([F:29])[cH:28]1.[CH3:30][N:31]([CH3:32])[CH:33]=[O:34].[CH3:3][O:4][C:5](=[O:6])[c:7]1[cH:8][cH:9][cH:10][c:11]2[nH:12][c:13]3[cH:14][cH:15][cH:16][cH:17][c:18]3[c:19]12.[H-:1].[Na+:2]>>[CH3:3][O:4][C:5](=[O:6])[c:7]1[cH:8][cH:9][cH:10][c:11]2[n:12](-[c:27]3[cH:26][cH:25][c:22]([C:23]#[N:24])[c:21]([Br:20])[cH:28]3)[c:13]3[cH:14][cH:15][cH:16][cH:17][c:18]3[c:19]12. Starting materials: N#Cc1ccc(F)cc1Br, CN(C)C=O, COC(=O)c1cccc2[nH]c3ccccc3c12, [H-], [Na+]. Starting materials: OCCOc1ccccc1, N#CN1Cc2ccccc2-c2ccccc2C1. Yields the product N=C(OCCOc1ccccc1)N1Cc2ccccc2-c2ccccc2C1. Reaction SMILES: [O:18]([c:19]1[cH:20][cH:21][cH:22][cH:23][cH:24]1)[CH2:25][CH2:26][OH:27].[cH:1]1[cH:2][cH:3][cH:4][c:5]2[c:11]1-[c:10]1[c:9]([cH:15][cH:14][cH:13][cH:12]1)[CH2:8][N:7]([C:16]#[N:17])[CH2:6]2>>[cH:1]1[cH:2][cH:3][cH:4][c:5]2[c:11]1-[c:10]1[c:9]([cH:15][cH:14][cH:13][cH:12]1)[CH2:8][N:7]([C:16](=[NH:17])[O:27][CH2:26][CH2:25][O:18][c:19]1[cH:20][cH:21][cH:22][cH:23][cH:24]1)[CH2:6]2.